This data is from the Open Reaction Database (ORD), a public repository of structured organic reaction records. The task is: describe an organic reaction: reactants, conditions, products, and yield The reactants are CS(=O)(=O)Nc1cc(C(O)CN)ccc1O, O=C1CCN(c2ccc(C=C3SC(N4CCCCC4)=NC3=O)cc2)CC1. The product is CS(=O)(=O)Nc1cc(C(O)CNC2CCN(c3ccc(C=C4SC(N5CCCCC5)=NC4=O)cc3)CC2)ccc1O. RXN SMILES: [NH2:27][CH2:28][CH:29]([OH:30])[c:31]1[cH:32][cH:33][c:34]([OH:42])[c:35]([NH:37][S:38](=[O:39])(=[O:40])[CH3:41])[cH:36]1.[O:1]=[C:2]1[N:3]=[C:4]([N:21]2[CH2:22][CH2:23][CH2:24][CH2:25][CH2:26]2)[S:5][C:6]1=[CH:7][c:8]1[cH:9][cH:10][c:11]([N:14]2[CH2:15][CH2:16][C:17](=[O:20])[CH2:18][CH2:19]2)[cH:12][cH:13]1>>[O:1]=[C:2]1[N:3]=[C:4]([N:21]2[CH2:22][CH2:23][CH2:24][CH2:25][CH2:26]2)[S:5][C:6]1=[CH:7][c:8]1[cH:9][cH:10][c:11]([N:14]2[CH2:15][CH2:16][CH:17]([NH:27][CH2:28][CH:29]([OH:30])[c:31]3[cH:32][cH:33][c:34]([OH:42])[c:35]([NH:37][S:38](=[O:39])(=[O:40])[CH3:41])[cH:36]3)[CH2:18][CH2:19]2)[cH:12][cH:13]1. Starting materials: O (water), ClC1=CC=C(C=C1)C1(OC1)C(C)(C)OC1=CC=C(C=C1)Cl (2-(4-chlorophenyl)-2-[2-(p-chlorophenoxy)-prop-2-yl]-oxirane), N1N=C(N=C1)[Na] (1,2,4-triazolyl-sodium). Run in C(CC)O (n-propanol), C(CC)O (n-propanol). Reaction conditions: time 48 hour. Product: ClC1=CC=C(OC(C(CN2N=CN=C2)(O)C2=CC=C(C=C2)Cl)(C)C)C=C1 (3-(4-chlorophenoxy)-2-(4-chlorophenyl)-3-methyl-1-(1,2,4-triazol-1-yl)-butan-2-ol). The yield is 18.4%. RXN SMILES: [Cl:1][C:2]1[CH:7]=[CH:6][C:5]([C:8]2([C:11]([O:14][C:15]3[CH:20]=[CH:19][C:18]([Cl:21])=[CH:17][CH:16]=3)([CH3:13])[CH3:12])[CH2:10][O:9]2)=[CH:4][CH:3]=1.[NH:22]1[CH:26]=[N:25][C:24]([Na])=[N:23]1.O>C(O)CC>[Cl:21][C:18]1[CH:19]=[CH:20][C:15]([O:14][C:11]([CH3:13])([CH3:12])[C:8]([C:5]2[CH:6]=[CH:7][C:2]([Cl:1])=[CH:3][CH:4]=2)([OH:9])[CH2:10][N:22]2[CH:26]=[N:25][CH:24]=[N:23]2)=[CH:16][CH:17]=1. Procedure: A solution of 30 g (0.093 mol) of 2-(4-chlorophenyl)-2-[2-(p-chlorophenoxy)-prop-2-yl]-oxirane in 40 ml of n-propanol is added dropwise to a solution of 7.6 g (0.107 mol) of 1,2,4-triazolyl-sodium in 60 ml of n-propanol, at room temperature. The reaction mixture is stirred at the reflux temperature for a further 48 hours and is cooled, water is added and the mixture is extracted with methylene chloride. The organic phase is dried over sodium sulphate and concentrated in vacuo. The oily residue i... The reactants are N1=CN=C(C2=NC=CN=C12)NCCC1=CC=C(C=C1)O (4-[2-(Pteridin-4-ylamino)-ethyl]-phenol), CC(C)OC(=O)/N=N/C(=O)OC(C)C (diisopropylazodicarboxylate), C1(=CC=CC=C1)P(C1=CC=CC=C1)C1=CC=CC=C1 (triphenylphosphine), C(C1=CC=CC=C1)OC1=CC=C(C=C1)CCO (2-(4-benzyloxyphenyl)ethanol). The solvent is O1CCOCC1 (dioxane). Run at time 18 hour. The product is C(C1=CC=CC=C1)OC1=CC=C(C=C1)CCOC1=CC=C(C=C1)CCNC1=NC=NC2=NC=CN=C12 ((2-{4-[2-(4-benzyloxyphenyl)-ethoxy]-phenyl}-ethyl)-pteridin-4-ylamine). Isolated yield 7.3%. Reaction SMILES: [N:1]1[C:10]2[C:5](=[N:6][CH:7]=[CH:8][N:9]=2)[C:4]([NH:11][CH2:12][CH2:13][C:14]2[CH:19]=[CH:18][C:17]([OH:20])=[CH:16][CH:15]=2)=[N:3][CH:2]=1.C1(P(C2C=CC=CC=2)C2C=CC=CC=2)C=CC=CC=1.[CH2:40]([O:47][C:48]1[CH:53]=[CH:52][C:51]([CH2:54][CH2:55]O)=[CH:50][CH:49]=1)[C:41]1[CH:46]=[CH:45][CH:44]=[CH:43][CH:42]=1.CC(OC(/N=N/C(OC(C)C)=O)=O)C>O1CCOCC1>[CH2:40]([O:47][C:48]1[CH:49]=[CH:50][C:51]([CH2:54][CH2:55][O:20][C:17]2[CH:18]=[CH:19][C:14]([CH2:13][CH2:12][NH:11][C:4]3[C:5]4[C:10](=[N:9][CH:8]=[CH:7][N:6]=4)[N:1]=[CH:2][N:3]=3)=[CH:15][CH:16]=2)=[CH:52][CH:53]=1)[C:41]1[CH:42]=[CH:43][CH:44]=[CH:45][CH:46]=1. Procedure details: 4-[2-(Pteridin-4-ylamino)-ethyl]-phenol (300 mg, 10.1 mmol), triphenylphosphine (790 mg, 3.0 mmol) and 2-(4-benzyloxyphenyl)ethanol (700 mg, 3.0 mmol) were combined in 10 mL anh. dioxane, treated with diisopropylazodicarboxylate (590 μL, 610 mg, 3.0 mmol) and stirred for 18 h. The volatiles were removed in vacuo and the residue was chromatographed on SiO2 with EtOAc (10% to 40%) in CH2Cl2 to obtain (2-{4-[2-(4-benzyloxyphenyl)-ethoxy]-phenyl}-ethyl)-pteridin-4-ylamine (105 mg; 20%) as a white so... Reactants: C(C)OC1=CC=C(C=C1)\C=C(\C=C\C)/C (1-(4-ethoxyphenyl)-2-methylpent-1E,3E-diene), ClC1(CCCCC1)N=O (1-chloro-1-nitrosocyclohexane). Solvent: C(C)OCC (diethyl ether), C(C)O (ethanol), C(C)OCC (diethyl ether). Product: Cl.CC1NOC(C(=C1)C)C1=CC=C(C=C1)OCC (3,6-dihydro-3,5-dimethyl-6-(4-ethoxyphenyl)-2H-1,2-oxazine hydrochloride). RXN SMILES: [Cl:1]C1([N:8]=[O:9])CCCCC1.[CH2:10]([O:12][C:13]1[CH:18]=[CH:17][C:16](/[CH:19]=[C:20](\[CH3:24])/[CH:21]=[CH:22]/[CH3:23])=[CH:15][CH:14]=1)[CH3:11]>C(O)C.C(OCC)C>[ClH:1].[CH3:23][CH:22]1[CH:21]=[C:20]([CH3:24])[CH:19]([C:16]2[CH:17]=[CH:18][C:13]([O:12][CH2:10][CH3:11])=[CH:14][CH:15]=2)[O:9][NH:8]1 |f:4.5|. Procedure: To a solution of 1-chloro-1-nitrosocyclohexane (3.22 g, 21.86 mmol) in ethanol (2.31 ml) and diethyl ether (8 ml) cooled in an ice bath was added a solution of 1-(4-ethoxyphenyl)-2-methylpent-1E,3E-diene (4.0 g, 19.88 mmol) in diethyl ether (4 ml). The reaction vessel was sealed and kept in a fridge at 0° C. over a period of 4 weeks yielding three crops of 3,6-dihydro-3,5-dimethyl-6-(4-ethoxyphenyl)-2H-1,2-oxazine hydrochloride as white crystals. The reactants are CC(=O)OC(C)=O, OCCCc1nc(-c2ccc(Cl)cc2)co1, O, c1ccncc1. The product is CC(=O)OCCCc1nc(-c2ccc(Cl)cc2)co1. RXN SMILES: [CH3:17][C:18](=[O:19])[O:20][C:21](=[O:22])[CH3:23].[Cl:1][c:2]1[cH:3][cH:4][c:5](-[c:8]2[n:9][c:10]([CH2:13][CH2:14][CH2:15][OH:16])[o:11][cH:12]2)[cH:6][cH:7]1.[OH2:24].[cH:25]1[cH:26][cH:27][n:28][cH:29][cH:30]1>>[Cl:1][c:2]1[cH:3][cH:4][c:5](-[c:8]2[n:9][c:10]([CH2:13][CH2:14][CH2:15][O:16][C:18]([CH3:17])=[O:19])[o:11][cH:12]2)[cH:6][cH:7]1. Reactants: [N+](=O)([O-])CC (Nitroethane), CC(C)=CCCC(C)CC=O (citronellal). Solvent: ClCCl (dichloromethane). Run at time 8 hour. The product is CC(CC(C(C)[N+](=O)[O-])O)CCC=C(C)C (5,9-Dimethyl-2-nitrodec-8-en-3-ol). The yield is 97.8%. Reaction SMILES: [N+:1]([CH2:4][CH3:5])([O-:3])=[O:2].[CH3:6][C:7](=[CH:9][CH2:10][CH2:11][CH:12]([CH2:14][CH:15]=[O:16])[CH3:13])[CH3:8]>ClCCl>[CH3:13][CH:12]([CH2:11][CH2:10][CH:9]=[C:7]([CH3:8])[CH3:6])[CH2:14][CH:15]([OH:16])[CH:4]([N+:1]([O-:3])=[O:2])[CH3:5]. Procedure: Nitroethane (7.5 g) was added to a stirred solution of 13.82 g of citronellal in dichloromethane. Approximately 12-14 g of Amberlyst A-21 ion exchange resin was added, and the mixture was stirred at room temperature overnight. After filtration, the resin was rinsed 4 times with 75 mL of dichloromethane. The filtrate was dried over anhydrous MgSO4 and the solvent was removed by rotary evaporation, affording 20.1 g (95%) of a mixture of stereoisomers of the desired nitro alcohol 6. 1H NMR δ (ppm) ... Reactants: C(C)(C)(C)C1=CC=C(C=C1)\C(=C/CC#N)\C1=NC(=C(C=C1)Cl)OC ((3E)-4-(4-tert-butylphenyl)-4-(5-chloro-6-methoxypyridin-2-yl)but-3-enenitrile), C(C)(C)O (isopropanol), Example 4-13, NO (hydroxylamine). Reaction conditions: time 2 hour. Yields the product C(C)(C)(C)C1=CC=C(C=C1)\C(=C/CC=1NOC(N1)=O)\C1=NC(=C(C=C1)Cl)OC (3-[(2E)-3-(4-tert-butylphenyl)-3-(5-chloro-6-methoxypyridin-2-yl)prop-2-en-1-yl]-1,2,4-oxadiazol-5(2H)-one). The yield is 62.0%. RXN SMILES: [C:1]([C:5]1[CH:10]=[CH:9][C:8](/[C:11](/[C:16]2[CH:21]=[CH:20][C:19]([Cl:22])=[C:18]([O:23][CH3:24])[N:17]=2)=[CH:12]\[CH2:13][C:14]#[N:15])=[CH:7][CH:6]=1)([CH3:4])([CH3:3])[CH3:2].[NH2:25][OH:26].[CH:27]([OH:30])(C)C>>[C:1]([C:5]1[CH:10]=[CH:9][C:8](/[C:11](/[C:16]2[CH:21]=[CH:20][C:19]([Cl:22])=[C:18]([O:23][CH3:24])[N:17]=2)=[CH:12]\[CH2:13][C:14]2[NH:25][O:26][C:27](=[O:30])[N:15]=2)=[CH:7][CH:6]=1)([CH3:4])([CH3:2])[CH3:3]. Reported procedure: A solution of (3E)-4-(4-tert-butylphenyl)-4-(5-chloro-6-methoxypyridin-2-yl)but-3-enenitrile obtained in Reference Example 4-13 (101 mg) in isopropanol (3 mL) was stirred at 105° C., during which a 50% hydroxylamine solution (0.1 mL) was added dropwise thereto. The mixture was stirred at the same temperature for two hours. The reaction solution was left to cool and then the solvent was evaporated under reduced pressure. Carbonyldiimidazole (72 mg) was added to a solution of the residue in 1,4-di... The reactants are CCC(CC(CC)=O)=O (3,5-heptane dione), C(C)OC(CBr)=O (bromoacetic acid-ethyl ester). The product is C(C)OC(CC(C(CC)=O)C(CC)=O)=O (3,3-dipropionyl-propionic acid-ethyl ester). As a reaction SMILES: [CH3:1][CH2:2][C:3](=[O:9])[CH2:4][C:5](=[O:8])[CH2:6][CH3:7].[CH2:10]([O:12][C:13](=[O:16])[CH2:14]Br)[CH3:11]>>[CH2:10]([O:12][C:13](=[O:16])[CH2:14][CH:4]([C:3](=[O:9])[CH2:2][CH3:1])[C:5](=[O:8])[CH2:6][CH3:7])[CH3:11]. Procedure: By a method analogous to that described in Example 34, 3,5-heptane dione was reacted with bromoacetic acid-ethyl ester to form 3,3-dipropionyl-propionic acid-ethyl ester, which was further reacted with phenylhydrazine to produce 3,5-diethyl-1-phenyl-pyrazol-4-acetic acid-ethyl ester which was saponified to form the free acid. Obtained was 3,5-diethyl-1-phenyl-pyrazol-4-acetic acid having a melting point of 129°-130° C. The reactants are [H-].[Na+] (sodium hydride), C(C)(C)(C)OC(N[C@@H]1CC[C@H](CC1)O)=O (trans-(4-Hydroxy-cyclohexyl)-carbamic acid tert-butyl ester), ClC1=C(C=C2C=CN=CC2=C1)F (7-Chloro-6-fluoro-isoquinoline). Yields the product C(C)(C)(C)OC(N[C@@H]1CC[C@H](CC1)OC=1C=C2C=CN=CC2=CC1Cl)=O (trans-[4-(7-Chloro-isoquinolin-6-yloxy)-cyclohexyl]-carbamic acid tert-butyl ester). As a reaction SMILES: [C:1]([O:5][C:6](=[O:15])[NH:7][C@H:8]1[CH2:13][CH2:12][C@H:11]([OH:14])[CH2:10][CH2:9]1)([CH3:4])([CH3:3])[CH3:2].[H-].[Na+].[Cl:18][C:19]1[CH:28]=[C:27]2[C:22]([CH:23]=[CH:24][N:25]=[CH:26]2)=[CH:21][C:20]=1F>CN(C)C(=O)C>[C:1]([O:5][C:6](=[O:15])[NH:7][C@H:8]1[CH2:9][CH2:10][C@H:11]([O:14][C:20]2[CH:21]=[C:22]3[C:27](=[CH:28][C:19]=2[Cl:18])[CH:26]=[N:25][CH:24]=[CH:23]3)[CH2:12][CH2:13]1)([CH3:4])([CH3:2])[CH3:3] |f:1.2|. The solvent is CN(C(C)=O)C (N,N-dimethyl acetamide). Procedure details: 450 mg (0.21 mmol) trans-(4-Hydroxy-cyclohexyl)-carbamic acid tert-butyl ester were dissolved in 25 ml N,N-dimethyl acetamide. Under an argon atmosphere, 101 mg (4.2 mmol) sodium hydride were added and the mixture was stirred at room temperature. After 30 minutes, 250 mg (0.14 mmol) 7-chloro-6-fluoro-isoquinoline (6) were added and the solution was heated to 80° C. After 4 h, the solvent was removed under reduced pressure. The residue was taken up in H2O and extracted three times with ethyl acet... Run at time 30 minute. Starting materials: COC(=O)c1ccc(Cl)cc1NC(=O)C(C)c1ccccc1, C[Si](C)(C)[N-][Si](C)(C)C, CCOC(C)=O, [Li+]. Yields the product CC1(c2ccccc2)C(=O)Nc2cc(Cl)ccc2C1=O. RXN SMILES: [CH3:1][O:2][C:3]([c:4]1[c:5]([NH:11][C:12]([CH:13]([CH3:14])[c:15]2[cH:16][cH:17][cH:18][cH:19][cH:20]2)=[O:21])[cH:6][c:7]([Cl:10])[cH:8][cH:9]1)=[O:22].[CH3:24][Si:25]([N-:26][Si:27]([CH3:28])([CH3:29])[CH3:30])([CH3:31])[CH3:32].[CH3:33][CH2:34][O:35][C:36]([CH3:37])=[O:38].[Li+:23]>>[C:3]1(=[O:22])[c:4]2[c:5]([cH:6][c:7]([Cl:10])[cH:8][cH:9]2)[NH:11][C:12](=[O:21])[C:13]1([CH3:14])[c:15]1[cH:16][cH:17][cH:18][cH:19][cH:20]1.